This data is from the Open Reaction Database (ORD), a public repository of structured organic reaction records. The task is: describe an organic reaction: reactants, conditions, products, and yield Product: CCCN(CCC)c1ccnc(N=C(c2ccccc2)c2ccccc2)c1. The reactants are N=C(c1ccccc1)c1ccccc1, CC(C)(C)[O-], Cc1ccccc1, CCOC(C)=O, CCCN(CCC)c1ccnc(Cl)c1, [Na+], CC(=O)[O-], CC(=O)[O-], [Pd+2]. Reaction SMILES: [C:21]([c:22]1[cH:23][cH:24][cH:25][cH:26][cH:27]1)([c:28]1[cH:29][cH:30][cH:31][cH:32][cH:33]1)=[NH:34].[CH3:15][C:16]([CH3:17])([O-:18])[CH3:19].[CH3:35][c:36]1[cH:37][cH:38][cH:39][cH:40][cH:41]1.[CH3:42][CH2:43][O:44][C:45](=[O:46])[CH3:47].[Cl:1][c:2]1[n:3][cH:4][cH:5][c:6]([N:8]([CH2:9][CH2:10][CH3:11])[CH2:12][CH2:13][CH3:14])[cH:7]1.[Na+:20].[O-:49][C:50]([CH3:51])=[O:52].[O-:53][C:54]([CH3:55])=[O:56].[Pd+2:48]>>[c:2]1([N:34]=[C:21]([c:22]2[cH:23][cH:24][cH:25][cH:26][cH:27]2)[c:28]2[cH:29][cH:30][cH:31][cH:32][cH:33]2)[n:3][cH:4][cH:5][c:6]([N:8]([CH2:9][CH2:10][CH3:11])[CH2:12][CH2:13][CH3:14])[cH:7]1. Reactants: C1CO1 (ethylene oxide), CC1(NC(CC(C1)N1C(CCCCC1)=O)(C)C)C (N-(2,2,6,6-tetramethylpiperidin-4-yl)-epsilon-caprolactam). The solvent is CN(C=O)C (N,N-dimethylformamide). Reaction conditions: temperature 190 celsius. Yields the product OCCN1C(CC(CC1(C)C)N1C(CCCCC1)=O)(C)C (N-[1-(2-Hydroxyethyl)-2,2,6,6-tetramethylpiperidin-4-yl]-epsilon-caprolactam). Reaction SMILES: [CH2:1]1[O:3][CH2:2]1.[CH3:4][C:5]1([CH3:21])[CH2:10][CH:9]([N:11]2[CH2:17][CH2:16][CH2:15][CH2:14][CH2:13][C:12]2=[O:18])[CH2:8][C:7]([CH3:20])([CH3:19])[NH:6]1>CN(C)C=O>[OH:3][CH2:2][CH2:1][N:6]1[C:7]([CH3:20])([CH3:19])[CH2:8][CH:9]([N:11]2[CH2:17][CH2:16][CH2:15][CH2:14][CH2:13][C:12]2=[O:18])[CH2:10][C:5]1([CH3:21])[CH3:4]. Procedure details: To a small autoclave is charged a solution of 6.6 g (0.15 mole) of ethylene oxide and 25.2 g (0.1 mole) of N-(2,2,6,6-tetramethylpiperidin-4-yl)-epsilon-caprolactam, in 100 ml of N,N-dimethylformamide. The autoclave is heated for four hours at 190° C. during which time the pressure dropped from 100 psi (7 kg/cm2) to 70 psi (4.9 kg/cm2). The reaction mixture is then distilled in vacuo (50° C./2 mm) to remove the solvent. The residue is crystallized from 300 ml of heptane:toluene (2:1) to give the... Reaction conditions: time 30 minute. Run in C(Cl)Cl (Methylene chloride). Reagents/catalysts: [Fe] (iron). Procedure: To a solution of 4.92 g. of 2-(4-methyl-1-piperazinyl)-6-nitrobenzonitrile in 11 ml. of concentrated hydrochloric acid is added 3.4 g. of iron powder. The mixture is stirred for 30 minutes, poured into ice water and the pH is adjusted to 12. Methylene chloride is added, the whole mixture is filtered through celite, the methylene chloride is separated, dried and evaporated to give solid, crude product, 2-amino-6-(4-methyl-1-piperazinyl)benzonitrile. Product: NC1=C(C#N)C(=CC=C1)N1CCN(CC1)C (2-amino-6-(4-methyl-1-piperazinyl)benzonitrile). Starting materials: CN1CCN(CC1)C1=C(C#N)C(=CC=C1)[N+](=O)[O-] (2-(4-methyl-1-piperazinyl)-6-nitrobenzonitrile), Cl (hydrochloric acid), ice water. As a reaction SMILES: [CH3:1][N:2]1[CH2:7][CH2:6][N:5]([C:8]2[CH:15]=[CH:14][CH:13]=[C:12]([N+:16]([O-])=O)[C:9]=2[C:10]#[N:11])[CH2:4][CH2:3]1.Cl>[Fe].C(Cl)Cl>[NH2:16][C:12]1[CH:13]=[CH:14][CH:15]=[C:8]([N:5]2[CH2:6][CH2:7][N:2]([CH3:1])[CH2:3][CH2:4]2)[C:9]=1[C:10]#[N:11]. Starting materials: ClC1=NN(CC1)C=1C=NC=CC1 (3-(3-chloro-4,5-dihydro-1H-pyrazol-1-yl)pyridine), CN(C=O)C (N,N-dimethylformamide), S(=O)(=O)([O-])OOS(=O)(=O)[O-].[K+].[K+] (potassium persulfate). Solvent: [OH-].[Na+] (sodium hydroxide), O (water), [OH-].[Na+] (sodium hydroxide), O (water). Reaction conditions: temperature 80 celsius, time 3 hour. Yields the product ClC1=NN(C=C1)C=1C=NC=CC1 (3-(3-Chloro-1H-pyrazol-1-yl)pyridine). The yield is 53.9%. Reaction SMILES: [Cl:1][C:2]1[CH2:6][CH2:5][N:4]([C:7]2[CH:8]=[N:9][CH:10]=[CH:11][CH:12]=2)[N:3]=1.CN(C)C=O.S(OOS([O-])(=O)=O)([O-])(=O)=O.[K+].[K+]>O.[OH-].[Na+]>[Cl:1][C:2]1[CH:6]=[CH:5][N:4]([C:7]2[CH:8]=[N:9][CH:10]=[CH:11][CH:12]=2)[N:3]=1 |f:2.3.4,6.7|. Reported procedure: A 100 mL, 3-neck round bottom flask was charged with 3-(3-chloro-4,5-dihydro-1H-pyrazol-1-yl)pyridine (3.0 g) and N,N-dimethylformamide (15 mL). potassium persulfate (6.70 g, 24.8 mmol) was added and the reaction was heated to 80° C. for 3 hours. An exotherm at about 110° C. was observed. It was allowed to cool to 80° C. and stirred at 80° C. for 3 hours, at which point a sample was diluted with water and basified with 50 wt % sodium hydroxide solution and extracted with ethyl acetate. The organ... Solvent: ClCCl (dichloromethane), ClCCl (dichloromethane), ClCCl (dichloromethane). RXN SMILES: [C:1]1(=[O:32])[N:5]([CH2:6][CH2:7][CH2:8][N:9]([S:17]([C:20]2[CH:25]=[CH:24][C:23]([CH3:26])=[CH:22][CH:21]=2)(=[O:19])=[O:18])[CH2:10][C:11]([F:16])([F:15])[CH2:12][CH2:13][OH:14])[C:4](=[O:27])[C:3]2=[CH:28][CH:29]=[CH:30][CH:31]=[C:2]12.N1C=CC=CC=1.[CH3:39][S:40](Cl)(=[O:42])=[O:41]>ClCCl>[C:4]1(=[O:27])[N:5]([CH2:6][CH2:7][CH2:8][N:9]([S:17]([C:20]2[CH:21]=[CH:22][C:23]([CH3:26])=[CH:24][CH:25]=2)(=[O:18])=[O:19])[CH2:10][C:11]([F:16])([F:15])[CH2:12][CH2:13][O:14][S:40]([CH3:39])(=[O:42])=[O:41])[C:1](=[O:32])[C:2]2=[CH:31][CH:30]=[CH:29][CH:28]=[C:3]12. The product is C1(C=2C(C(N1CCCN(CC(CCOS(=O)(=O)C)(F)F)S(=O)(=O)C1=CC=C(C=C1)C)=O)=CC=CC2)=O (1-phthalimido-4-p-toluenesulfonyl-6,6-difluoro-8-methanesulfonyloxy-4-aza-octane). Procedure details: To a mixture of 1-phthalimido-4-p-toluenesulfonyl-6,6-difluoro-8-hydroxy-4-aza-octane (6.75 g, 14.5 mM), dry dichloromethane (25 mL) and dry pyridine (10 mL), a solution of methanesulfonyl chloride (1.7 g) in dichloromethane (25 mL) is slowly added with stirring. The reaction mixture is kept at room temperature overnight, additional dichloromethane is added, and the reaction mixture is washed with 1N HCl (twice) and then washed with brine (twice). The resulting solution is dried (Na2SO4) and the... Reactants: C1(C=2C(C(N1CCCN(CC(CCO)(F)F)S(=O)(=O)C1=CC=C(C=C1)C)=O)=CC=CC2)=O (1-phthalimido-4-p-toluenesulfonyl-6,6-difluoro-8-hydroxy-4-aza-octane), N1=CC=CC=C1 (pyridine), ether petroleum ether, CS(=O)(=O)Cl (methanesulfonyl chloride). Reaction conditions: time 8 hour. The reactants are C(C)(C)(C)OC(NC1=C(C=C(C=C1)I)[N+](=O)[O-])=O ((4-Iodo-2-nitro-phenyl)-carbamic acid tert.-butyl ester), FC1=C(C=C(C=C1)F)B(O)O (2,5-difluorobenzene boronic acid). The product is C(C)(C)(C)OC(NC1=C(C=C(C=C1)C1=C(C=CC(=C1)F)F)[N+](=O)[O-])=O ((2′,5′-Difluoro-3-nitro-biphenyl-4-yl)-carbamic acid tert.-butyl ester). Reaction SMILES: [C:1]([O:5][C:6](=[O:18])[NH:7][C:8]1[CH:13]=[CH:12][C:11](I)=[CH:10][C:9]=1[N+:15]([O-:17])=[O:16])([CH3:4])([CH3:3])[CH3:2].[F:19][C:20]1[CH:25]=[CH:24][C:23]([F:26])=[CH:22][C:21]=1B(O)O>>[C:1]([O:5][C:6](=[O:18])[NH:7][C:8]1[CH:13]=[CH:12][C:11]([C:24]2[CH:25]=[C:20]([F:19])[CH:21]=[CH:22][C:23]=2[F:26])=[CH:10][C:9]=1[N+:15]([O-:17])=[O:16])([CH3:4])([CH3:3])[CH3:2]. Reported procedure: Prepared from (4-iodo-2-nitro-phenyl)-carbamic acid tert.-butyl ester (Example A1) and 2,5-difluorobenzene boronic acid according to the general procedure B. Obtained as a yellow solid (2.85 g). Yields the product Cc1c[nH]c2c1C(=O)N(CCN1CCCC1)CC2. Starting materials: CCOC(=O)c1c(C)c[nH]c1CCNCCN1CCCC1, C[Al](C)C, Cc1ccccc1, Cl, [Na+], [OH-], O. Reaction SMILES: [CH2:1]([O:3][C:4](=[O:2])[c:6]1[c:7]([CH2:12][CH2:13][NH:14][CH2:15][CH2:16][N:17]2[CH2:18][CH2:19][CH2:20][CH2:21]2)[nH:8][cH:9][c:10]1[CH3:11])[CH3:5].[CH3:22][Al:23]([CH3:24])[CH3:25].[CH3:29][c:30]1[cH:31][cH:32][cH:33][cH:34][cH:35]1.[ClH:26].[Na+:28].[OH-:27].[OH2:36]>>[O:3]=[C:4]1[c:6]2[c:7]([nH:8][cH:9][c:10]2[CH3:11])[CH2:12][CH2:13][N:14]1[CH2:15][CH2:16][N:17]1[CH2:18][CH2:19][CH2:20][CH2:21]1. The reactants are [Cl-].[Na+] (sodium chloride), C(C1=CC=CC=C1)OC1=CC=C(C=2CCC(NC12)=O)O.O1C(CCCC1)OC1OCCCC1 (8-benzyloxy-3,4-dihydrocarbostyril-5-ol tetrahydropyranyl ether), CI (methyl iodide), [H-].[Na+] (sodium hydride). The solvent is CN(C=O)C (dimethylformamide). Yields the product CN1C(=O)CCC=2C(=CC=C(C12)OCC1=CC=CC=C1)O.O1C(CCCC1)OC1OCCCC1 (1-methyl-8-benzyloxy-3,4-dihydrocarbostyril-5-ol tetrahydropyranyl ether). Yield: 55.1%. Reaction SMILES: [CH2:1]([O:8][C:9]1[C:18]2[NH:17][C:16](=[O:19])[CH2:15][CH2:14][C:13]=2[C:12]([OH:20])=[CH:11][CH:10]=1)[C:2]1[CH:7]=[CH:6][CH:5]=[CH:4][CH:3]=1.[O:21]1[CH2:26][CH2:25][CH2:24][CH2:23][CH:22]1[O:27][CH:28]1[CH2:33][CH2:32][CH2:31][CH2:30][O:29]1.[H-].[Na+].CI.[Cl-].[Na+]>CN(C)C=O>[CH3:22][N:17]1[C:18]2[C:9]([O:8][CH2:1][C:2]3[CH:3]=[CH:4][CH:5]=[CH:6][CH:7]=3)=[CH:10][CH:11]=[C:12]([OH:20])[C:13]=2[CH2:14][CH2:15][C:16]1=[O:19].[O:21]1[CH2:26][CH2:25][CH2:24][CH2:23][CH:22]1[O:27][CH:28]1[CH2:33][CH2:32][CH2:31][CH2:30][O:29]1 |f:0.1,2.3,5.6,8.9|. Procedure details: 5 g of 8-benzyloxy-3,4-dihydrocarbostyril-5-ol-detrahydropyranyl ether (IV) was dissolved in 100 ml of anhydrous dimethylformamide, and 810 g of sodium hydride was slowly added to the solution while stirring, followed by stirring at room temperature for 1 hour. 1.05 ml of methyl iodide was further added dropwise thereto followed by stirring at the same temperature for 2 hours. The reaction mixture was poured into a large volume of a saturated aqueous solution of sodium chloride, extracted with c... Yields the product C(C)(=O)OC1=CC=C(C=C1)OCC1=CC=C(C=C1)C1=CC=CC=C1 (4-(Biphenyl-4-ylmethoxy)phenyl acetate). As a reaction SMILES: C(=O)([O-])[O-].[K+].[K+].[CH:7]1[CH:12]=[CH:11][C:10]([C:13]2[CH:18]=[CH:17][C:16]([CH2:19]Br)=[CH:15][CH:14]=2)=[CH:9][CH:8]=1.[C:21]([O:24][C:25]1[CH:30]=[CH:29][C:28]([OH:31])=[CH:27][CH:26]=1)(=[O:23])[CH3:22]>C(#N)CCC>[C:21]([O:24][C:25]1[CH:30]=[CH:29][C:28]([O:31][CH2:19][C:16]2[CH:17]=[CH:18][C:13]([C:10]3[CH:11]=[CH:12][CH:7]=[CH:8][CH:9]=3)=[CH:14][CH:15]=2)=[CH:27][CH:26]=1)(=[O:23])[CH3:22] |f:0.1.2|. Conditions: temperature 120 celsius, time 8 hour. The reactants are C([O-])([O-])=O.[K+].[K+] (potassium carbonate), C1=CC=C(C=C1)C2=CC=C(C=C2)CBr (4-biphenylmethyl bromide), C(C)(=O)OC1=CC=C(C=C1)O (4-hydroxyphenyl acetate). Yield: 37.8%. Solvent: C(CCC)#N (butyronitrile). Procedure: 2.35 g of anhydrous potassium carbonate are added to a solution of 2.80 g of 4-biphenylmethyl bromide and 1.72 g of 4-hydroxyphenyl acetate in 75 ml of butyronitrile, and the reaction mixture is stirred at 120° C. overnight. It is filtered with suction, washed with acetonitrile, and concentrated. The residue is taken up in ethyl acetate, washed with water and saturated sodium chloride solution, dried over sodium sulphate and filtered, and the solvent is removed in a rotary evaporator. This is fo... Reactants: O=C1N(C2=CC=C(C=C2CC1)C1=CC=C(C=C1)C(F)(F)F)CC(=O)O (2-(2-oxo-6-(4-(trifluoromethyl)phenyl)-3,4-dihydroquinolin-1(2H)-yl)acetic acid), C([O-])(O)=O.[Na+] (sodium bicarbonate), O (water). Run in O1CCCC1 (tetrahydrofuran). Reaction conditions: time 1 hour. Yields the product O=C1N(C2=CC=C(C=C2CC1)C1=CC=C(C=C1)C(F)(F)F)CC(=O)[O-].[Na+] (sodium 2-(2-oxo-6-(4-(trifluoromethyl)phenyl)-3,4-dihydroquinolin-1(2H)-yl)acetate). Reaction SMILES: [O:1]=[C:2]1[CH2:11][CH2:10][C:9]2[C:4](=[CH:5][CH:6]=[C:7]([C:12]3[CH:17]=[CH:16][C:15]([C:18]([F:21])([F:20])[F:19])=[CH:14][CH:13]=3)[CH:8]=2)[N:3]1[CH2:22][C:23]([OH:25])=[O:24].C(=O)(O)[O-].[Na+:30].O>O1CCCC1>[O:1]=[C:2]1[CH2:11][CH2:10][C:9]2[C:4](=[CH:5][CH:6]=[C:7]([C:12]3[CH:13]=[CH:14][C:15]([C:18]([F:20])([F:19])[F:21])=[CH:16][CH:17]=3)[CH:8]=2)[N:3]1[CH2:22][C:23]([O-:25])=[O:24].[Na+:30] |f:1.2,5.6|. Procedure details: To a solution of 2-(2-oxo-6-(4-(trifluoromethyl)phenyl)-3,4-dihydroquinolin-1(2H)-yl)acetic acid (34.9 mg, 0.10 mmol) in tetrahydrofuran (1 mL) was added sodium bicarbonate (8.4 mg, 0.10 mmol) and water (2 mL). The reaction mixture was stirred at room temperature for 1 hour then freeze dried, to give sodium 2-(2-oxo-6-(4-(trifluoromethyl)phenyl)-3,4-dihydroquinolin-1(2H)-yl)acetate.